Dataset: the Open Reaction Database (ORD), a public repository of structured organic reaction records. Task: describe an organic reaction: reactants, conditions, products, and yield The reactants are [Br-], Cc1cc(C)nc(Sc2ccc(OC(=O)Cl)cc2)n1, Fc1cccc(CN2CCNCC2)c1, [K+]. Product: Cc1cc(C)nc(Sc2ccc(OC(=O)N3CCN(Cc4cccc(F)c4)CC3)cc2)n1, Cl. Reaction SMILES: [Br-:34].[Cl:1][C:2](=[O:3])[O:4][c:5]1[cH:6][cH:7][c:8]([S:11][c:12]2[n:13][c:14]([CH3:19])[cH:15][c:16]([CH3:18])[n:17]2)[cH:9][cH:10]1.[F:20][c:21]1[cH:22][c:23]([CH2:24][N:25]2[CH2:26][CH2:27][NH:28][CH2:29][CH2:30]2)[cH:31][cH:32][cH:33]1.[K+:35]>>[C:2](=[O:3])([O:4][c:5]1[cH:6][cH:7][c:8]([S:11][c:12]2[n:13][c:14]([CH3:19])[cH:15][c:16]([CH3:18])[n:17]2)[cH:9][cH:10]1)[N:28]1[CH2:27][CH2:26][N:25]([CH2:24][c:23]2[cH:22][c:21]([F:20])[cH:33][cH:32][cH:31]2)[CH2:30][CH2:29]1.[ClH:1]. Reactants: CC(C)(Oc1ccc(Cl)cc1Br)C(=O)[O-], C#Cc1cc(S(=O)(=O)CCC)ccc1F. Product: CCCS(=O)(=O)c1ccc(F)c(C#Cc2cc(Cl)ccc2OC(C)(C)C(=O)O)c1. RXN SMILES: [Br:1][c:2]1[c:3]([O:4][C:5]([C:6](=[O:7])[O-:8])([CH3:9])[CH3:10])[cH:11][cH:12][c:13]([Cl:15])[cH:14]1.[C:16](#[CH:17])[c:18]1[c:19]([F:30])[cH:20][cH:21][c:22]([S:24](=[O:25])(=[O:26])[CH2:27][CH2:28][CH3:29])[cH:23]1>>[c:2]1([C:17]#[C:16][c:18]2[c:19]([F:30])[cH:20][cH:21][c:22]([S:24](=[O:25])(=[O:26])[CH2:27][CH2:28][CH3:29])[cH:23]2)[c:3]([O:4][C:5]([C:6](=[O:7])[OH:8])([CH3:9])[CH3:10])[cH:11][cH:12][c:13]([Cl:15])[cH:14]1. The reactants are C(C1=CC=CC=C1)OC(=O)N[C@H](C(=O)O)CCCCCC(=O)OC(C)(C)C ((S)-2-(((benzyloxy)carbonyl)amino)-8-(tert-butoxy)-8-oxooctanoic acid), Cl.C(C)N=C=NCCCN(C)C (N-ethyl-N′-(3-dimethylaminopropyl)-carbo diimide hydrochloride), C=1C=CC2=C(C1)N=NN2O (HOBt), C(C)(=O)[O-].[NH4+] (ammonium acetate), OCC(=O)C=1C(=NC2=CC=CC=C2C1)OC (2-hydroxy-1-(2-methoxyquinolin-3-yl)ethanone). Reagents/catalysts: CN(C)C=1C=CN=CC1 (DMAP). Run in CCOC(=O)C (EtOAc), O (water), CN(C)C=O (DMF), C=1(C(=CC=CC1)C)C (xylene), CN(C)C=O (DMF). Conditions: time 15 minute. Product: C(C1=CC=CC=C1)OC(=O)N[C@@H](CCCCCC(=O)OC(C)(C)C)C=1NC(=CN1)C=1C(=NC2=CC=CC=C2C1)OC ((S)-tert-butyl 7-(((benzyloxy)carbonyl)amino)-7-(5-(2-methoxyquinolin-3-yl)-1H-imidazol-2-yl)heptanoate). RXN SMILES: [CH2:1]([O:8][C:9]([NH:11][C@@H:12]([CH2:16][CH2:17][CH2:18][CH2:19][CH2:20][C:21]([O:23][C:24]([CH3:27])([CH3:26])[CH3:25])=[O:22])C(O)=O)=[O:10])[C:2]1[CH:7]=[CH:6][CH:5]=[CH:4][CH:3]=1.Cl.[CH2:29]([N:31]=[C:32]=[N:33][CH2:34][CH2:35][CH2:36][N:37]([CH3:39])C)C.[CH:40]1[CH:41]=[CH:42][C:43]2N(O)N=N[C:44]=2[CH:45]=1.[OH:50][CH2:51]C(C1C(OC)=NC2C(C=1)=CC=CC=2)=O.C([O-])(=O)C.[NH4+]>CN(C=O)C.CN(C1C=CN=CC=1)C.C1(C)C(C)=CC=CC=1.CCOC(C)=O.O>[CH2:1]([O:8][C:9]([NH:11][C@H:12]([C:32]1[NH:33][C:34]([C:35]2[C:36]([O:50][CH3:51])=[N:37][C:39]3[C:43]([CH:44]=2)=[CH:42][CH:41]=[CH:40][CH:45]=3)=[CH:29][N:31]=1)[CH2:16][CH2:17][CH2:18][CH2:19][CH2:20][C:21]([O:23][C:24]([CH3:25])([CH3:26])[CH3:27])=[O:22])=[O:10])[C:2]1[CH:3]=[CH:4][CH:5]=[CH:6][CH:7]=1 |f:1.2,5.6|. Procedure details: A solution of (S)-2-(((benzyloxy)carbonyl)amino)-8-(tert-butoxy)-8-oxooctanoic acid (prepared as described in WO2006/061638), N-ethyl-N′-(3-dimethylaminopropyl)-carbo diimide hydrochloride (1.3 eq.) and HOBt (1.3 eq.) were dissolved in anhydrous DMF and stirred for 15 min. The resulting solution was added to a mixture of 2-hydroxy-1-(2-methoxyquinolin-3-yl)ethanone (1 eq.) (prepared as described in J. Med. Chem. 2009, 59, 3453-3456) and DMAP (0.3 eq.) in anhydrous DMF (0.7 M). After stirring at ... Starting materials: C(C)(C)(C)NS(=O)(=O)C1=CC(=CC=C1)C=1N=CN(C1)C1=NC(=CC(=N1)C(F)(F)F)C1=CC(=C(C=C1)C(F)(F)F)C (N-tert-butyl-3-{1-[6-(3-methyl-4-trifluoromethylphenyl)-4-trifluoromethyl-pyrimidin-2-yl]-1H-imidazol-4-yl}-benzenesulfonamide), C(=O)(C(F)(F)F)O (TFA). Solvent: ClCCl (dichloromethane). Reaction conditions: time 15 hour. The product is CC=1C=C(C=CC1C(F)(F)F)C1=NC(=NC(=C1)C(F)(F)F)N1C=NC(=C1)C=1C=C(C=CC1)S(=O)(=O)N (3-{1-[4-(3-Methyl-4-trifluoromethyl-phenyl)-6-trifluoromethyl-pyrimidin-2-yl]-1H-imidazol-4-yl}-benzenesulfonamide). Yield: 66.6%. RXN SMILES: C([NH:5][S:6]([C:9]1[CH:14]=[CH:13][CH:12]=[C:11]([C:15]2[N:16]=[CH:17][N:18]([C:20]3[N:25]=[C:24]([C:26]([F:29])([F:28])[F:27])[CH:23]=[C:22]([C:30]4[CH:35]=[CH:34][C:33]([C:36]([F:39])([F:38])[F:37])=[C:32]([CH3:40])[CH:31]=4)[N:21]=3)[CH:19]=2)[CH:10]=1)(=[O:8])=[O:7])(C)(C)C.C(O)(C(F)(F)F)=O>ClCCl>[CH3:40][C:32]1[CH:31]=[C:30]([C:22]2[CH:23]=[C:24]([C:26]([F:27])([F:28])[F:29])[N:25]=[C:20]([N:18]3[CH:19]=[C:15]([C:11]4[CH:10]=[C:9]([S:6]([NH2:5])(=[O:8])=[O:7])[CH:14]=[CH:13][CH:12]=4)[N:16]=[CH:17]3)[N:21]=2)[CH:35]=[CH:34][C:33]=1[C:36]([F:39])([F:38])[F:37]. Procedure: To a cooled and stirred solution of N-tert-butyl-3-{1-[6-(3-methyl-4-trifluoromethylphenyl)-4-trifluoromethyl-pyrimidin-2-yl]-1H-imidazol-4-yl}-benzenesulfonamide (0.128 g) in dichloromethane (3 mL) was added TFA (3 mL) and the reaction mixture was allowed to stir at room temperature for 15 h. The mixture was evaporated to dryness and saturated NaHCO3 solution (2.5 mL) and MeOH (2.5 mL) were added. The mixture was stirred at room temperature for 30 min, the precipitate was collected by filtratio... Starting materials: S(=S)(=O)([O-])[O-].[Na+].[Na+] (sodium thiosulfate), C(CCC)OCCOC1=CC=C(C=C1)C=1C=CC2=C(C=C(CCS2(=O)=O)C(=O)NC2=CC=C(C=C2)C(C2=NC=CC=C2)O)C1 (7-[4-(2-butoxyethoxy)phenyl]-N-[4-[hydroxy(2-pyridyl)methyl]phenyl]-1,1-dioxo-2,3-dihydro-1-benzothiepine-4-carboxamide), C(CCC)OCCOC1=CC=C(C=C1)C=1C=CC2=C(C=C(CCS2(=O)=O)C(=O)NC2=CC=C(C=C2)C(C2=NC=CC=C2)O)C1 (7-[4-(2-butoxyethoxy)phenyl]-N-[4-[hydroxy(2-pyridyl)methyl]phenyl]-1,1-dioxo-2,3-dihydro-1-benzothiepine-4-carboxamide), ClC1=CC(=CC=C1)C(=O)OO (3-chloroperbenzoic acid). The solvent is ClCCl (dichloromethane). The product is C(CCC)OCCOC1=CC=C(C=C1)C=1C=CC2=C(C=C(CCS2(=O)=O)C(=O)NC2=CC=C(C=C2)C(C2=[N+](C=CC=C2)[O-])O)C1 (7-[4-(2-butoxyethoxy)phenyl]-N-[4-[hydroxy(1-oxidopyridin-2-yl)methyl]phenyl]-1,1-dioxo-2,3-dihydro-1-benzothiepine-4-carboxamide). Yield: 79.2%. RXN SMILES: [CH2:1]([O:5][CH2:6][CH2:7][O:8][C:9]1[CH:14]=[CH:13][C:12]([C:15]2[CH:16]=[CH:17][C:18]3[S:24](=[O:26])(=[O:25])[CH2:23][CH2:22][C:21]([C:27]([NH:29][C:30]4[CH:35]=[CH:34][C:33]([CH:36]([OH:43])[C:37]5[CH:42]=[CH:41][CH:40]=[CH:39][N:38]=5)=[CH:32][CH:31]=4)=[O:28])=[CH:20][C:19]=3[CH:44]=2)=[CH:11][CH:10]=1)[CH2:2][CH2:3][CH3:4].ClC1C=CC=C(C(OO)=[O:53])C=1.S([O-])([O-])(=O)=S.[Na+].[Na+]>ClCCl>[CH2:1]([O:5][CH2:6][CH2:7][O:8][C:9]1[CH:10]=[CH:11][C:12]([C:15]2[CH:16]=[CH:17][C:18]3[S:24](=[O:26])(=[O:25])[CH2:23][CH2:22][C:21]([C:27]([NH:29][C:30]4[CH:31]=[CH:32][C:33]([CH:36]([OH:43])[C:37]5[CH:42]=[CH:41][CH:40]=[CH:39][N+:38]=5[O-:53])=[CH:34][CH:35]=4)=[O:28])=[CH:20][C:19]=3[CH:44]=2)=[CH:13][CH:14]=1)[CH2:2][CH2:3][CH3:4] |f:2.3.4|. Procedure: To a solution of 7-[4-(2-butoxyethoxy)phenyl]-N-[4-[hydroxy(2-pyridyl)methyl]phenyl]-1,1-dioxo-2,3-dihydro-1-benzothiepine-4-carboxamide (Compound 150) (230 mg) in dichloromethane (10 ml) was added at 0° C. 3-chloroperbenzoic acid (70%, 0.12 g), and the mixture was stirred at room temperature for 24 hours. To the reaction mixture was added sodium thiosulfate solution, and the mixture was stirred for a few minutes and extracted with ethyl acetate. The organic layer was washed with sodium bicarbon... Reactants: CC(CC1=CC=CC=C1)NC(C)=O (N-(alpha-methylphenethyl) acetamide), C1(CCC(=O)O1)=O (succinic anhydride), C1(CCC(=O)O1)=O (succinic anhydride), [Cl-].[Al+3].[Cl-].[Cl-] (aluminum chloride). The solvent is C(Cl)Cl (methylene chloride). Run at time 5 hour. Yields the product C(C)(=O)NC(CC1=CC=C(C=C1)C(CCC(=O)O)=O)C (4-[4-[2-(Acetylamino)propyl]phenyl]-4-oxobutanoic acid). As a reaction SMILES: [CH3:1][CH:2]([NH:10][C:11](=[O:13])[CH3:12])[CH2:3][C:4]1[CH:9]=[CH:8][CH:7]=[CH:6][CH:5]=1.[C:14]1(=[O:20])[O:19][C:17](=[O:18])[CH2:16][CH2:15]1.[Cl-].[Al+3].[Cl-].[Cl-]>C(Cl)Cl>[C:11]([NH:10][CH:2]([CH3:1])[CH2:3][C:4]1[CH:5]=[CH:6][C:7]([C:14](=[O:20])[CH2:15][CH2:16][C:17]([OH:19])=[O:18])=[CH:8][CH:9]=1)(=[O:13])[CH3:12] |f:2.3.4.5|. Reported procedure: In a one l., three necked, creased flask provided with a stirrer, thermometer, condenser topped with a drying tube and a short length of Gooch tubing connected to a small Erlenmeyer flask was placed 18.7 g (0.106 moles) of N-(alpha-methylphenethyl) acetamide, 15.9 g (0.159 moles) of succinic anhydride and 500 ml of dry methylene chloride. The flask and contents were cooled to 0°-5°, and from the Erlenmeyer flask through the Gooch tubing, 55.5 g (0.424 moles) of anhydrous aluminum chloride was ad...